From a dataset of the Open Reaction Database (ORD), a public repository of structured organic reaction records. describe an organic reaction: reactants, conditions, products, and yield Reactants: OCC1=NC=CC(=C1C)OCCOCCO (2-hydroxymethyl-4-[2-(2-hydroxyethoxy)ethoxy]-3-methylpyridine), SC1=NC2=C(N1)C=CC=C2 (2-mercapto-1H-benzimidazole), ClCC1=NC=CC(=C1C)OCCOCCO (2-chloromethyl-4-[2-(2-hydroxyethoxy)ethoxy]-3-methylpyridine), [OH-].[Na+] (sodium hydroxide), crude mixture, ClCCOCCOC1=C(C(=NC=C1)CCl)C (4-[2-(2-chloroethoxy)ethoxy]-2-chloromethyl-3-methylpyridine). Reaction conditions: temperature 60 celsius, time 1.5 hour. Yields the product ClCCOCCOC1=C(C(=NC=C1)CSC1=NC2=C(N1)C=CC=C2)C (2-[{4-(2-(2-chloroethoxy)ethoxy)-3-methylpyridine-2-yl}methylthio]-1H-benzimidazole). As a reaction SMILES: [OH-].[Na+].[Cl:3][CH2:4][CH2:5][O:6][CH2:7][CH2:8][O:9][C:10]1[CH:15]=[CH:14][N:13]=[C:12]([CH2:16]Cl)[C:11]=1[CH3:18].ClCC1C(C)=C(OCCOCCO)C=CN=1.OCC1C(C)=C(OCCOCCO)C=CN=1.[SH:51][C:52]1[NH:56][C:55]2[CH:57]=[CH:58][CH:59]=[CH:60][C:54]=2[N:53]=1>>[Cl:3][CH2:4][CH2:5][O:6][CH2:7][CH2:8][O:9][C:10]1[CH:15]=[CH:14][N:13]=[C:12]([CH2:16][S:51][C:52]2[NH:56][C:55]3[CH:57]=[CH:58][CH:59]=[CH:60][C:54]=3[N:53]=2)[C:11]=1[CH3:18] |f:0.1|. Reported procedure: 0.54 g of sodium hydroxide was added to an ethanolic solution of 3.1 g of a crude mixture comprising 4-[2-(2-chloroethoxy)ethoxy]-2-chloromethyl-3-methylpyridine and 2-chloromethyl-4-[2-(2-hydroxyethoxy)ethoxy]-3-methylpyridine which has been prepared by the chlorination of 2-hydroxymethyl-4-[2-(2-hydroxyethoxy)ethoxy]-3-methylpyridine and 2.0 g of 2-mercapto-1H-benzimidazole to obtain a mixture. This mixture was stirred at 60° C. for 1.5 hour, cooled and distilled under a reduced pressure to re... Reactants: [Cl-].[NH4+] (ammonium chloride), C1(=CC=CC=C1)S(=O)(=O)N1C=C(C=2C1=NC=C(C2)Cl)CC=2C=CC(=NC2)N (5-(1-benzenesulfonyl-5-chloro-1H-pyrrolo[2,3-b]pyridin-3-ylmethyl)-pyridin-2-ylamine), [OH-].[Na+] (Sodium hydroxide), BrC1=CC=C(C=N1)C=O (6-bromo-pyridine-3-carbaldehyde), C(#N)[BH3-] (cyanoborohydride). The solvent is C(C)(=O)O (acetic acid), C(C)O (ethanol). Conditions: temperature 110 celsius. Yields the product BrC1=CC=C(C=N1)CNC1=NC=C(C=C1)CC1=CNC2=NC=C(C=C21)Cl ((6-bromo-pyridin-3-ylmethyl)-[5-(5-chloro-1H-pyrrolo[2,3-b]pyridin-3-ylmethyl)-pyridin-2-yl]-amine). The yield is 31.0%. Reaction SMILES: C1(S([N:10]2[C:14]3=[N:15][CH:16]=[C:17]([Cl:19])[CH:18]=[C:13]3[C:12]([CH2:20][C:21]3[CH:22]=[CH:23][C:24]([NH2:27])=[N:25][CH:26]=3)=[CH:11]2)(=O)=O)C=CC=CC=1.[Br:28][C:29]1[N:34]=[CH:33][C:32]([CH:35]=O)=[CH:31][CH:30]=1.C([BH3-])#N.[OH-].[Na+].[Cl-].[NH4+]>C(O)C.C(O)(=O)C>[Br:28][C:29]1[N:34]=[CH:33][C:32]([CH2:35][NH:27][C:24]2[CH:23]=[CH:22][C:21]([CH2:20][C:12]3[C:13]4[C:14](=[N:15][CH:16]=[C:17]([Cl:19])[CH:18]=4)[NH:10][CH:11]=3)=[CH:26][N:25]=2)=[CH:31][CH:30]=1 |f:3.4,5.6|. Procedure details: To 5-(1-benzenesulfonyl-5-chloro-1H-pyrrolo[2,3-b]pyridin-3-ylmethyl)-pyridin-2-ylamine (120, 80.0 mg, 0.200 mmol) in 2.00 mL of ethanol and 0.10 mL of acetic acid, 6-bromo-pyridine-3-carbaldehyde (121, 100.0 mg, 0.538 mmol) and silica supported cyanoborohydride (0.50 g, 1.21 mmol/g) were added. The reaction was heated at 110° C. for 25 minutes in microwave. Sodium hydroxide (2.0 mL, 6.0 M aqueous) was added and the reaction heated at 100° C. for 10 minutes in microwave, then poured into aqueous... Starting materials: Cc1ccc(C)c(N2CCN(C(=O)C3CNC(=O)N3c3ccccc3)CC2)c1, [H-], [Na+], O=S(=O)(Cl)c1ccccn1. The product is Cc1ccc(C)c(N2CCN(C(=O)C3CN(S(=O)(=O)c4ccccn4)C(=O)N3c3ccccc3)CC2)c1. RXN SMILES: [CH3:1][c:2]1[c:3]([N:9]2[CH2:10][CH2:11][N:12]([C:15](=[O:16])[CH:17]3[CH2:18][NH:19][C:20](=[O:28])[N:21]3[c:22]3[cH:23][cH:24][cH:25][cH:26][cH:27]3)[CH2:13][CH2:14]2)[cH:4][c:5]([CH3:8])[cH:6][cH:7]1.[H-:29].[Na+:30].[n:31]1[c:32]([S:37](=[O:38])(=[O:39])[Cl:40])[cH:33][cH:34][cH:35][cH:36]1>>[CH3:1][c:2]1[c:3]([N:9]2[CH2:10][CH2:11][N:12]([C:15](=[O:16])[CH:17]3[CH2:18][N:19]([S:37]([c:32]4[n:31][cH:36][cH:35][cH:34][cH:33]4)(=[O:38])=[O:39])[C:20](=[O:28])[N:21]3[c:22]3[cH:23][cH:24][cH:25][cH:26][cH:27]3)[CH2:13][CH2:14]2)[cH:4][c:5]([CH3:8])[cH:6][cH:7]1. The reactants are ClC=1C=C(C=O)C=CC1O (3-chloro-4-hydroxybenzaldehyde), FC(C(=O)O)(F)F (trifluoroacetic acid), COC=1C=C(C=CC1OC)C(C#N)C(COC)=O (2-[3,4-bis(methyloxy)phenyl]-4-(methyloxy)-3-oxobutanenitrile), Cl.Cl.NN (hydrazine dihydrochloride), C([O-])(O)=O.[Na+] (sodium bicarbonate). The solvent is CO (methanol), C(C)O (ethanol). Conditions: temperature 70 celsius. Product: Cl.COC=1C(=CC=2C3=C(N=C(C2C1)C1=CC(=C(C=C1)O)Cl)NN=C3COC)OC (4-{7,8-bis(methyloxy)-1-[(methyloxy)methyl]-3H-pyrazolo[3,4-c]isoquinolin-5-yl}-2-chlorophenol hydrochloride salt). Yield: 38.3%. Reaction SMILES: [CH3:1][O:2][C:3]1[CH:4]=[C:5]([CH:11]([C:14](=O)[CH2:15][O:16][CH3:17])[C:12]#[N:13])[CH:6]=[CH:7][C:8]=1[O:9][CH3:10].Cl.Cl.[NH2:21][NH2:22].C(=O)(O)[O-].[Na+].[Cl:28][C:29]1[CH:30]=[C:31]([CH:34]=[CH:35][C:36]=1[OH:37])[CH:32]=O.FC(F)(F)C(O)=O>C(O)C.CO>[ClH:28].[CH3:10][O:9][C:8]1[C:3]([O:2][CH3:1])=[CH:4][C:5]2[C:11]3[C:14]([CH2:15][O:16][CH3:17])=[N:22][NH:21][C:12]=3[N:13]=[C:32]([C:31]3[CH:34]=[CH:35][C:36]([OH:37])=[C:29]([Cl:28])[CH:30]=3)[C:6]=2[CH:7]=1 |f:1.2.3,4.5,10.11|. Procedure details: To a solution of 2-[3,4-bis(methyloxy)phenyl]-4-(methyloxy)-3-oxobutanenitrile (200 mg, 0.8 mmol) in ethanol (5 mL) was added hydrazine dihydrochloride (101 mg, 0.9 mmol). The resulting mixture was heated at reflux for 1 hour. It was cooled, pour into a saturated sodium bicarbonate solution (10 mL), and the mixture was extracted with ethyl acetate (3×10 mL). The combined extract was washed with water and brine (30 mL each), dried over sodium sulfate, filtered and concentrated to give oily residu... Starting materials: N1(C=NC2=C1C=CC=C2)C2=C1N=CNC1=NC(=N2)Cl (6-(1H-benzimidazol-1-yl)-2-chloro-9H-purine), CN (methylamine). Yields the product N1(C=NC2=C1C=CC=C2)C2=C1N=CNC1=NC(=N2)NC (6-(1H-benzimidazol-1-yl)-N-methyl-9H-purin-2-amine). Run in CS(=O)C (DMSO). RXN SMILES: [N:1]1([C:10]2[N:18]=[C:17](Cl)[N:16]=[C:15]3[C:11]=2[N:12]=[CH:13][NH:14]3)[C:5]2[CH:6]=[CH:7][CH:8]=[CH:9][C:4]=2[N:3]=[CH:2]1.[CH3:20][NH2:21]>CS(C)=O>[N:1]1([C:10]2[N:18]=[C:17]([NH:21][CH3:20])[N:16]=[C:15]3[C:11]=2[N:12]=[CH:13][NH:14]3)[C:5]2[CH:6]=[CH:7][CH:8]=[CH:9][C:4]=2[N:3]=[CH:2]1. Procedure details: 200 mg of product obtained in stage 1 above are mixed with 2 ml of DMSO and 0.115 ml (5 equivalents) of methylamine, and the mixture is then heated at 120° C. for approximately 18 hours. The mixture is allowed to return to ambient temperature. Purification is carried out by chromatography on silica with a CH2Cl2-MeOH—NH4OH: 90-9-1 mixture for eluent. Evaporation is carried out and a paste is formed in methylene chloride. Partial drying and drying under vacuum at 50° C. are carried out. 190 mg of... Run at temperature 120 celsius.